Dataset: the Open Reaction Database (ORD), a public repository of structured organic reaction records. Task: describe an organic reaction: reactants, conditions, products, and yield Reactants: C1CCNC1, CC(O)(c1ccc(S(=O)(=O)c2ccc(F)cc2Cl)cc1)C(F)(F)F, ClCCl, [Na+], O=C([O-])O. The product is CC(O)(c1ccc(S(=O)(=O)c2ccc(N3CCCC3)cc2Cl)cc1)C(F)(F)F. RXN SMILES: [CH2:25]1[CH2:26][CH2:27][NH:28][CH2:29]1.[Cl:1][c:2]1[c:3]([S:9](=[O:10])(=[O:11])[c:12]2[cH:13][cH:14][c:15]([C:18]([C:19]([F:20])([F:21])[F:22])([CH3:23])[OH:24])[cH:16][cH:17]2)[cH:4][cH:5][c:6]([F:8])[cH:7]1.[Cl:30][CH2:31][Cl:32].[Na+:37].[O-:33][C:34]([OH:35])=[O:36]>>[Cl:1][c:2]1[c:3]([S:9](=[O:10])(=[O:11])[c:12]2[cH:13][cH:14][c:15]([C:18]([C:19]([F:20])([F:21])[F:22])([CH3:23])[OH:24])[cH:16][cH:17]2)[cH:4][cH:5][c:6]([N:28]2[CH2:27][CH2:26][CH2:25][CH2:29]2)[cH:7]1.